Dataset: the Open Reaction Database (ORD), a public repository of structured organic reaction records. Task: describe an organic reaction: reactants, conditions, products, and yield The reactants are Cc1oncc1C(=O)O, COc1cccc(C(Oc2ccc3c(cnn3-c3ccc(F)cc3)c2)C(C)N)c1. Product: COc1cccc(C(Oc2ccc3c(cnn3-c3ccc(F)cc3)c2)C(C)NC(=O)c2cnoc2C)c1. RXN SMILES: [CH3:30][c:31]1[c:32]([C:36](=[O:37])[OH:38])[cH:33][n:34][o:35]1.[F:1][c:2]1[cH:3][cH:4][c:5](-[n:8]2[n:9][cH:10][c:11]3[cH:12][c:13]([O:17][CH:18]([CH:19]([CH3:20])[NH2:21])[c:22]4[cH:23][c:24]([O:28][CH3:29])[cH:25][cH:26][cH:27]4)[cH:14][cH:15][c:16]23)[cH:6][cH:7]1>>[F:1][c:2]1[cH:3][cH:4][c:5](-[n:8]2[n:9][cH:10][c:11]3[cH:12][c:13]([O:17][CH:18]([CH:19]([CH3:20])[NH:21][C:36]([c:32]4[c:31]([CH3:30])[o:35][n:34][cH:33]4)=[O:37])[c:22]4[cH:23][c:24]([O:28][CH3:29])[cH:25][cH:26][cH:27]4)[cH:14][cH:15][c:16]23)[cH:6][cH:7]1. Reactants: COCCOC=1C=CC=C2C=CC=NC12 (8-Methoxyethoxyquinoline). The reagents and catalysts are O=[Pt]=O (PtO2). The solvent is CO (methanol). Yields the product COCCOC=1C=CC=C2CCCNC12 (1,2,3,4-Tetrahydro-8-methoxyethoxyquinoline). As a reaction SMILES: [CH3:1][O:2][CH2:3][CH2:4][O:5][C:6]1[CH:7]=[CH:8][CH:9]=[C:10]2[C:15]=1[N:14]=[CH:13][CH:12]=[CH:11]2>CO.O=[Pt]=O>[CH3:1][O:2][CH2:3][CH2:4][O:5][C:6]1[CH:7]=[CH:8][CH:9]=[C:10]2[C:15]=1[NH:14][CH2:13][CH2:12][CH2:11]2. Procedure: 8-Methoxyethoxyquinoline (6.48 g, 31.9 mmol) was dissolved in methanol (50 ml) and reduced on a Parr hydrogenation apparatus using PtO2 catalyst. The catalyst was removed, and the solution was taken to dryness. The dark brown oil which remained was purified on a short silica gel column using 4:1 heptane:ethyl acetate for elution. The isolated oil (1,2,3,4-tetrahydro-8-methoxyethoxyquinoline) had the following NMR spectrum: (CDCl3) δ 1.93 (quintet, 2, CH2 (beta-H)), 2.76 (tr, 2, CH2), 3.32 (tr, 2... As a reaction SMILES: [CH3:1][O:2][C:3](=[O:4])[c:5]1[cH:6][cH:7][c:8]([CH:11]2[CH:12]([O:27][CH2:28][c:29]3[cH:30][cH:31][c:32]4[c:33]([cH:44]3)[N:34]([CH2:39][CH2:40][CH2:41][O:42][CH3:43])[C:35](=[O:38])[CH2:36][O:37]4)[CH2:13][N:14]([C:17](=[O:18])[O:19][CH2:20][c:21]3[cH:22][cH:23][cH:24][cH:25][cH:26]3)[CH2:15][CH2:16]2)[cH:9][cH:10]1.[ClH:47].[Na+:46].[O:48]1[CH2:49][CH2:50][CH2:51][CH2:52]1.[OH-:45]>>[O:2]=[C:3]([OH:4])[c:5]1[cH:6][cH:7][c:8]([CH:11]2[CH:12]([O:27][CH2:28][c:29]3[cH:30][cH:31][c:32]4[c:33]([cH:44]3)[N:34]([CH2:39][CH2:40][CH2:41][O:42][CH3:43])[C:35](=[O:38])[CH2:36][O:37]4)[CH2:13][N:14]([C:17](=[O:18])[O:19][CH2:20][c:21]3[cH:22][cH:23][cH:24][cH:25][cH:26]3)[CH2:15][CH2:16]2)[cH:9][cH:10]1. The reactants are COCCCN1C(=O)COc2ccc(COC3CN(C(=O)OCc4ccccc4)CCC3c3ccc(C(=O)OC)cc3)cc21, Cl, [Na+], C1CCOC1, [OH-]. The product is COCCCN1C(=O)COc2ccc(COC3CN(C(=O)OCc4ccccc4)CCC3c3ccc(C(=O)O)cc3)cc21. Reactants: CN1C(N(C(C=C1N1CCN(CC1)CCCOC1=C(C=CC=C1)C(C=CC1=CC(=C(C(=C1)OC)OC)OC)=O)=O)C)=O (1,3-dimethyl-6-[4-(3-[2-(3,4,5-trimethoxycinnamoyl)phenoxy]propyl)piperazin-1-yl]-2,4(1H,3H)-pyrimidinedione), Cl.CO (hydrochloric acid methanol). Product: Cl.CN1C(N(C(C=C1N1CCN(CC1)CCCOC1=C(C=CC=C1)C(C=CC1=CC(=C(C(=C1)OC)OC)OC)=O)=O)C)=O (1,3-dimethyl-6-[4-(3-[2-(3,4,5-trimethoxycinnamoyl)phenoxy]propyl)piperazin-1-yl]-2,4(1H,3H)-pyrimidinedione.hydrochloride). Reaction SMILES: [CH3:1][N:2]1[C:7]([N:8]2[CH2:13][CH2:12][N:11]([CH2:14][CH2:15][CH2:16][O:17][C:18]3[CH:23]=[CH:22][CH:21]=[CH:20][C:19]=3[C:24](=[O:39])[CH:25]=[CH:26][C:27]3[CH:32]=[C:31]([O:33][CH3:34])[C:30]([O:35][CH3:36])=[C:29]([O:37][CH3:38])[CH:28]=3)[CH2:10][CH2:9]2)=[CH:6][C:5](=[O:40])[N:4]([CH3:41])[C:3]1=[O:42].[ClH:43].CO>>[ClH:43].[CH3:1][N:2]1[C:7]([N:8]2[CH2:13][CH2:12][N:11]([CH2:14][CH2:15][CH2:16][O:17][C:18]3[CH:23]=[CH:22][CH:21]=[CH:20][C:19]=3[C:24](=[O:39])[CH:25]=[CH:26][C:27]3[CH:32]=[C:31]([O:33][CH3:34])[C:30]([O:35][CH3:36])=[C:29]([O:37][CH3:38])[CH:28]=3)[CH2:10][CH2:9]2)=[CH:6][C:5](=[O:40])[N:4]([CH3:41])[C:3]1=[O:42] |f:1.2,3.4|. Procedure: In 30 ml of anhydrous tetrahydrofuran were suspended 1.50 g of 1,3-dimethyl-6-[4-(3-[2-acetylphenoxy)propyl)-piperazin-1-yl]-2,4(1H,3H)-pyrimidinedione (Compound 17) obtained in Example 2 and 0.7 g of 3,4,5-trimethoxybenzaidehyde, and 0.19 ml of sodium hydride (60% and oily) was added to the suspension under ice cooling. Afterward, the suspension was stirred at the same temperature for 1 hour, and 1.0 ml of anhydrous ethanol was then added dropwise thereto, followed by stirring at room temperatu... Starting materials: IC1=C2CNCC2=CC=C1 (4-Iodo-2,3-dihydro-1H-isoindole), CS(=O)(=O)C=1C=CC(=C(C(=O)O)C1)O[C@H](C(F)(F)F)C (5-Methanesulfonyl-2-((S)-2,2,2-trifluoro-1-methyl-ethoxy)-benzoic acid). Product: IC1=C2CN(CC2=CC=C1)C(=O)C1=C(C=CC(=C1)S(=O)(=O)C)O[C@H](C(F)(F)F)C ((4-Iodo-1,3-dihydro-isoindol-2-yl)-[5-methanesulfonyl-2-((S)-2,2,2-trifluoro-1-methyl ethoxy)-phenyl]-methanone). Reaction SMILES: [I:1][C:2]1[CH:10]=[CH:9][CH:8]=[C:7]2[C:3]=1[CH2:4][NH:5][CH2:6]2.[CH3:11][S:12]([C:15]1[CH:16]=[CH:17][C:18]([O:24][C@@H:25]([CH3:30])[C:26]([F:29])([F:28])[F:27])=[C:19]([CH:23]=1)[C:20](O)=[O:21])(=[O:14])=[O:13]>>[I:1][C:2]1[CH:10]=[CH:9][CH:8]=[C:7]2[C:3]=1[CH2:4][N:5]([C:20]([C:19]1[CH:23]=[C:15]([S:12]([CH3:11])(=[O:13])=[O:14])[CH:16]=[CH:17][C:18]=1[O:24][C@@H:25]([CH3:30])[C:26]([F:28])([F:29])[F:27])=[O:21])[CH2:6]2. Procedure details: Prepared in analogy to Example 1 from 4-Iodo-2,3-dihydro-1H-isoindole and 5-Methanesulfonyl-2-((S)-2,2,2-trifluoro-1-methyl-ethoxy)-benzoic acid (example B3). Off white solid. MS (m/e): 540.0 (MH+, 100%). The reactants are N#Cc1ccc(CN)cc1, Cc1ccccc1, O=N[O-], [Na+], O, O=S(=O)(O)O. Yields the product N#Cc1ccc(CO)cc1. Reaction SMILES: [C:1](#[N:2])[c:3]1[cH:4][cH:5][c:6]([CH2:7][NH2:8])[cH:9][cH:10]1.[CH3:21][c:22]1[cH:23][cH:24][cH:25][cH:26][cH:27]1.[N:17]([O-:18])=[O:19].[Na+:20].[OH2:11].[S:12]([OH:13])(=[O:14])(=[O:15])[OH:16]>>[C:1](#[N:2])[c:3]1[cH:4][cH:5][c:6]([CH2:7][OH:13])[cH:9][cH:10]1.